Dataset: the Open Reaction Database (ORD), a public repository of structured organic reaction records. Task: describe an organic reaction: reactants, conditions, products, and yield The reactants are COc1ccccc1C1CC(OC)CCN1C(=O)OC(C)(C)C, ClCCl, O=C(O)C(F)(F)F. Yields the product COc1ccccc1C1CC(OC)CCN1. RXN SMILES: [C:1]([O:2][C:3](=[O:4])[N:8]1[CH:9]([c:16]2[c:17]([O:22][CH3:23])[cH:18][cH:19][cH:20][cH:21]2)[CH2:10][CH:11]([O:14][CH3:15])[CH2:12][CH2:13]1)([CH3:5])([CH3:6])[CH3:7].[Cl:31][CH2:32][Cl:33].[F:24][C:25]([F:26])([F:27])[C:28]([OH:29])=[O:30]>>[NH:8]1[CH:9]([c:16]2[c:17]([O:22][CH3:23])[cH:18][cH:19][cH:20][cH:21]2)[CH2:10][CH:11]([O:14][CH3:15])[CH2:12][CH2:13]1. The product is COc1cc2c(Oc3ccc4[nH]c(C)cc4c3)ncnc2cc1OCC(O)CN1CCCC1. Reaction SMILES: [CH2:29]1[CH2:30][CH2:31][NH:32][CH2:33]1.[O:1]1[CH:2]([CH2:3][O:4][c:5]2[c:6]([O:26][CH3:27])[cH:7][c:8]3[c:9]([O:15][c:16]4[cH:17][c:18]5[cH:19][c:20]([CH3:25])[nH:21][c:22]5[cH:23][cH:24]4)[n:10][cH:11][n:12][c:13]3[cH:14]2)[CH2:28]1.[O:34]=[CH:35][N:36]([CH3:37])[CH3:38]>>[OH:1][CH:2]([CH2:3][O:4][c:5]1[c:6]([O:26][CH3:27])[cH:7][c:8]2[c:9]([O:15][c:16]3[cH:17][c:18]4[cH:19][c:20]([CH3:25])[nH:21][c:22]4[cH:23][cH:24]3)[n:10][cH:11][n:12][c:13]2[cH:14]1)[CH2:28][N:32]1[CH2:31][CH2:30][CH2:29][CH2:33]1. The reactants are C1CCNC1, COc1cc2c(Oc3ccc4[nH]c(C)cc4c3)ncnc2cc1OCC1CO1, CN(C)C=O.